This data is from the Open Reaction Database (ORD), a public repository of structured organic reaction records. The task is: describe an organic reaction: reactants, conditions, products, and yield Starting materials: OC1=C(C(OC2=CC=CC(=C12)O)=O)C1=CC=CC=C1 (4,5-dihydroxy-3-phenyl-coumarin), O1CCN(CC1)CCCl (2-morpholino-1-chlorethane), C([O-])(O)=O.[Na+] (sodium bicarbonate), [I-].[K+] (potassium iodide). Run in C(Cl)(Cl)Cl (chloroform), C(C(C)C)C(=O)C (methyl isobutyl ketone). Run at temperature 60 celsius. The product is O1CCN(CC1)CCOC1=C(C(OC2=CC=CC(=C12)O)=O)C1=CC=CC=C1 (4-(2'-Morpholinoethoxy)-5-hydroxy-3-phenyl-coumarin). Isolated yield 44.5%. Reaction SMILES: [OH:1][C:2]1[C:11]2[C:6](=[CH:7][CH:8]=[CH:9][C:10]=2[OH:12])[O:5][C:4](=[O:13])[C:3]=1[C:14]1[CH:19]=[CH:18][CH:17]=[CH:16][CH:15]=1.C(=O)(O)[O-].[Na+].[I-].[K+].[O:27]1[CH2:32][CH2:31][N:30]([CH2:33][CH2:34]Cl)[CH2:29][CH2:28]1>C(Cl)(Cl)Cl.C(C(C)=O)C(C)C>[O:27]1[CH2:32][CH2:31][N:30]([CH2:33][CH2:34][O:1][C:2]2[C:11]3[C:6](=[CH:7][CH:8]=[CH:9][C:10]=3[OH:12])[O:5][C:4](=[O:13])[C:3]=2[C:14]2[CH:15]=[CH:16][CH:17]=[CH:18][CH:19]=2)[CH2:29][CH2:28]1 |f:1.2,3.4|. Procedure details: 76.3 g. (0.3 mol) of 4,5-dihydroxy-3-phenyl-coumarin (Example 23a), 25.2 g. (0.3 mol) of sodium bicarbonate, 3 g. of potassium iodide and 800 ml. of methyl isobutyl ketone are brought over one hour to 80° C. The mixture is then cooled to 60° C., whereafter 48.4 g. (0.324 mol) of 2-morpholino-1-chlorethane are added dropwise and the temperature is brought over 8 hours to 100° C. It is then left at room temperature for one night and filtered. The precipitate obtained is taken up in 1 liter of chlo...